This data is from the Open Reaction Database (ORD), a public repository of structured organic reaction records. The task is: describe an organic reaction: reactants, conditions, products, and yield Starting materials: CCOc1cc(C(=O)O)ccc1OC, ClCCl, O=C(Cl)C(=O)Cl, c1ccccc1. Yields the product CCOc1cc(C(=O)Cl)ccc1OC. RXN SMILES: [CH2:1]([CH3:2])[O:3][c:4]1[cH:5][c:6]([C:7](=[O:8])[OH:9])[cH:10][cH:11][c:12]1[O:13][CH3:14].[Cl:15][CH2:16][Cl:17].[Cl:18][C:19]([C:20]([Cl:21])=[O:22])=[O:23].[cH:24]1[cH:25][cH:26][cH:27][cH:28][cH:29]1>>[CH2:1]([CH3:2])[O:3][c:4]1[cH:5][c:6]([C:7](=[O:8])[Cl:15])[cH:10][cH:11][c:12]1[O:13][CH3:14]. The reactants are C(C)(C)(C)OC(=O)N1C[C@@H]([C@H](C1)O)N=[N+]=[N-] ((3S,4S)-3-azido-4-hydroxy-pyrrolidine-1-carboxylic acid tert-butyl ester). Run in CO (MeOH). As a reaction SMILES: [C:1]([O:5][C:6]([N:8]1[CH2:12][C@H:11]([OH:13])[C@@H:10]([N:14]=[N+]=[N-])[CH2:9]1)=[O:7])([CH3:4])([CH3:3])[CH3:2]>O=[Pt]=O.CO>[C:1]([O:5][C:6]([N:8]1[CH2:12][C@H:11]([OH:13])[C@@H:10]([NH2:14])[CH2:9]1)=[O:7])([CH3:4])([CH3:2])[CH3:3]. The yield is 84.6%. The product is C(C)(C)(C)OC(=O)N1C[C@@H]([C@H](C1)O)N ((3S,4S)-3-amino-4-hydroxy-pyrrolidine-1-carboxylic acid tert-butyl ester). Reported procedure: 22.3 A solution of 2.0 g (3S,4S)-3-azido-4-hydroxy-pyrrolidine-1-carboxylic acid tert-butyl ester in 25 MeOH was treated under an argon atmosphere with 100 mg PtO2. The reaction mixture was stirred over night under a hydrogen atmosphere. The catalyst was filtered off and washed with methanol. The filtrate was concentrated. The crude product was purified by chromatography (silica gel; gradient: CH2Cl2->CH2Cl2/MeOH 4:1) to give 1.5 g (3S,4S)-3-amino-4-hydroxy-pyrrolidine-1-carboxylic acid tert-but... Reagents/catalysts: O=[Pt]=O (PtO2). The reactants are ClC1=NC=C(C(=N1)Cl)C(=O)OCC (2,4-dichloro-5-ethoxycarbonylpyrimidine), NC1=CC=C2C=NNC2=C1 (6-aminoindazole). Product: N1N=CC2=CC=C(C=C12)NC1=NC=C(C(=N1)NC1=CC=C2C=NNC2=C1)C(=O)OCC (N2,N4-bis(6-indazolyl)-5-ethoxycarbonyl-2,4-pyrimidinediamine). As a reaction SMILES: Cl[C:2]1[N:7]=[C:6](Cl)[C:5]([C:9]([O:11][CH2:12][CH3:13])=[O:10])=[CH:4][N:3]=1.[NH2:14][C:15]1[CH:23]=[C:22]2[C:18]([CH:19]=[N:20][NH:21]2)=[CH:17][CH:16]=1>>[NH:21]1[C:22]2[C:18](=[CH:17][CH:16]=[C:15]([NH:14][C:2]3[N:7]=[C:6]([NH:14][C:15]4[CH:23]=[C:22]5[C:18]([CH:19]=[N:20][NH:21]5)=[CH:17][CH:16]=4)[C:5]([C:9]([O:11][CH2:12][CH3:13])=[O:10])=[CH:4][N:3]=3)[CH:23]=2)[CH:19]=[N:20]1. Procedure details: In like manner to N2,N4-bis(3-hydroxyphenyl)-5-ethoxycarbonyl-2,4-pyrimidinediamine, 2,4-dichloro-5-ethoxycarbonylpyrimidine and 6-aminoindazole were reacted to yield N2,N4-bis(6-indazolyl)-5-ethoxycarbonyl-2,4-pyrimidinediamine. 1H NMR (DMSO-d6): δ 8.76 (s, 1H), 7.73(d, 2H J=8.8), 7.54 (m, 4H), 7.36 (d, 2H, J=9.5 Hz), 4.3 (q, 2H, J=7.0 Hz), 1.34 (3H, J=7 Hz); LCMS: ret. time 27.59 min.; purity: 95%; MS (m/e): 415 (MH+). Reactants: CC(C)N1CC2CC(CN(Cc3ccccc3)C2)C1, CO, [Na+], [OH-], O. The product is CC(C)N1CC2CNCC(C2)C1. Reaction SMILES: [CH2:1]([c:2]1[cH:3][cH:4][cH:5][cH:6][cH:7]1)[N:8]1[CH2:9][CH:10]2[CH2:11][N:12]([CH:17]([CH3:18])[CH3:19])[CH2:13][CH:14]([CH2:15]1)[CH2:16]2.[CH3:22][OH:23].[Na+:21].[OH-:20].[OH2:24]>>[NH:8]1[CH2:9][CH:10]2[CH2:11][N:12]([CH:17]([CH3:18])[CH3:19])[CH2:13][CH:14]([CH2:15]1)[CH2:16]2. Yields the product CCNc1c(N=O)cnn1-c1ccc(F)cc1F. As a reaction SMILES: [CH3:17][CH:18]([CH2:19][CH2:20][O:22][N:23]=[O:21])[CH3:24].[CH3:25][CH2:26][O:27][C:28]([CH3:29])=[O:30].[CH3:31][CH2:32][OH:33].[CH3:35][CH:36]([OH:37])[CH3:38].[ClH:34].[F:1][c:2]1[c:3](-[n:9]2[n:10][cH:11][cH:12][c:13]2[NH:14][CH2:15][CH3:16])[cH:4][cH:5][c:6]([F:8])[cH:7]1>>[F:1][c:2]1[c:3](-[n:9]2[n:10][cH:11][c:12]([N:23]=[O:22])[c:13]2[NH:14][CH2:15][CH3:16])[cH:4][cH:5][c:6]([F:8])[cH:7]1. Starting materials: CC(C)CCON=O, CCOC(C)=O, CCO, CC(C)O, Cl, CCNc1ccnn1-c1ccc(F)cc1F. As a reaction SMILES: [CH3:1][O:2][C:3]1[N:8]=[C:7]([C:9]2[CH:10]=[C:11]([CH:14]=[CH:15][CH:16]=2)[CH:12]=[O:13])[CH:6]=[C:5]([NH:17][CH2:18][CH2:19][C:20]2[CH:25]=[CH:24][C:23]([O:26][CH3:27])=[CH:22][CH:21]=2)[N:4]=1.[BH4-].[Na+]>C(Cl)Cl.CO>[CH3:1][O:2][C:3]1[N:8]=[C:7]([C:9]2[CH:10]=[C:11]([CH2:12][OH:13])[CH:14]=[CH:15][CH:16]=2)[CH:6]=[C:5]([NH:17][CH2:18][CH2:19][C:20]2[CH:21]=[CH:22][C:23]([O:26][CH3:27])=[CH:24][CH:25]=2)[N:4]=1 |f:1.2|. The product is COC1=NC(=CC(=N1)C=1C=C(C=CC1)CO)NCCC1=CC=C(C=C1)OC ((3-{2-methoxy-6-[2-(4-methoxy-phenyl)-ethylamino]-pyrimidin-4-yl}-phenyl)-methanol). Reported procedure: A solution of 3-{2-methoxy-6-[2-(4-methoxy-phenyl)-ethylamino]-pyrimidin-4-yl}-benzaldehyde [33 mg, 0.08 mmol, Example 35(u)] in a mixture of DCM (3 mL) and MeOH (1 mL) is treated with sodium borohydride (100 mg). After 10 minutes at 20° C., the mixture is concentrated, and extracted twice with EtOAc (10 mL). The combined extracts are dried over magnesium sulfate and filtered through a plug of silica gel to afford (3-{2-methoxy-6-[2-(4-methoxy-phenyl)-ethylamino]-pyrimidin-4-yl}-phenyl)-methanol... Reactants: COC1=NC(=CC(=N1)C=1C=C(C=O)C=CC1)NCCC1=CC=C(C=C1)OC (3-{2-methoxy-6-[2-(4-methoxy-phenyl)-ethylamino]-pyrimidin-4-yl}-benzaldehyde), [BH4-].[Na+] (sodium borohydride). Solvent: C(Cl)Cl (DCM), CO (MeOH). Run at time 10 minute. Isolated yield 109.5%. The reactants are C[N-]C (N,N-dimethylamide), C1(CCCCC1)N (cyclohexylamine), CN1CCOCC1 (NMM), N1C=C(C2=CC=CC=C12)CC(C(=O)O)=O (3-indolepyruvic acid), C=1C=CC2=C(C1)N=NN2O (HOBt). Run in CCN=C=NCCCN(C)C.Cl (EDC.HCl). The product is C1(CCCCC1)NC(C(=O)CC1=CNC2=CC=CC=C12)=O (N-cyclohexyl 3-indolepyruvamide). Reaction SMILES: C[N-]C.[NH:4]1[C:12]2[C:7](=[CH:8][CH:9]=[CH:10][CH:11]=2)[C:6]([CH2:13][C:14](=[O:18])[C:15]([OH:17])=O)=[CH:5]1.[CH:19]1[CH:20]=[CH:21][C:22]2N(O)N=[N:25][C:23]=2[CH:24]=1.C1(N)CCCCC1.CN1CCOCC1>CCN=C=NCCCN(C)C.Cl>[CH:23]1([NH:25][C:15](=[O:17])[C:14]([CH2:13][C:6]2[C:7]3[C:12](=[CH:11][CH:10]=[CH:9][CH:8]=3)[NH:4][CH:5]=2)=[O:18])[CH2:24][CH2:19][CH2:20][CH2:21][CH2:22]1 |f:5.6|. Procedure details: The same method as described in Example 7 was followed for the preparation of N,N-dimethylamide. 500 mg 3-indolepyruvic acid were reacted with 400 ml HOBt and 570 ml EDC.HCl. 340 microliters of freshly distilled cyclohexylamine and 325 microliters NMM were added to the solution, which was reacted for 5 hours. Starting materials: ice H2O, S(=O)(Cl)Cl (Thionyl chloride), ON=C(CC1=CC2=CC=CC=C2C=C1Br)N (N'-hydroxy-(3-bromo-2-naphthalenyl)ethanimidamide), N1=CC=CC=C1 (pyridine). Solvent: C(Cl)Cl (methylene chloride). Run at time 20 minute. The product is BrC=1C(=CC2=CC=CC=C2C1)CC=1NSON1 (4-[(3-Bromo-2-naphthalenyl)methyl]-3H-1,2,3,5-oxathiadiazole). The yield is 37.7%. Reaction SMILES: [S:1](Cl)(Cl)=[O:2].O[N:6]=[C:7]([NH2:20])[CH2:8][C:9]1[C:18]([Br:19])=[CH:17][C:16]2[C:11](=[CH:12][CH:13]=[CH:14][CH:15]=2)[CH:10]=1.N1C=CC=CC=1>C(Cl)Cl>[Br:19][C:18]1[C:9]([CH2:8][C:7]2[NH:20][S:1][O:2][N:6]=2)=[CH:10][C:11]2[C:16]([CH:17]=1)=[CH:15][CH:14]=[CH:13][CH:12]=2. Reported procedure: Thionyl chloride (2.0M/CH2Cl2 ; 7.4 mL, 0.015 mol) was added dropwise to a stirred suspension of N'-hydroxy-(3-bromo-2-naphthalenyl)ethanimidamide (3.29 g, 0.012 mol), methylene chloride (125 mL) and pyridine (2.4 mL, 0.03 mol) at 5° C. After 20 minutes at -5° C., the reaction solution was added to ice/H2O. The organic layer was separated, washed with saturated NaCl, dried over MgSO4 and concentrated in vacuo to a slurry (20 mL). Diethyl ether (20 mL) was added and the title compound (1.40 g, yi... Starting materials: CCOC(=O)N1CCC(O)(c2cc(F)c(Br)cc2F)CC1, Cc1ccccc1, Cc1ccc(S(=O)(=O)O)cc1. Product: CCOC(=O)N1CC=C(c2cc(F)c(Br)cc2F)CC1. RXN SMILES: [Br:1][c:2]1[cH:3][c:4]([F:21])[c:5]([C:9]2([OH:20])[CH2:10][CH2:11][N:12]([C:15](=[O:16])[O:17][CH2:18][CH3:19])[CH2:13][CH2:14]2)[cH:6][c:7]1[F:8].[CH3:33][c:34]1[cH:35][cH:36][cH:37][cH:38][cH:39]1.[c:22]1([CH3:23])[cH:24][cH:25][c:26]([S:27]([OH:28])(=[O:29])=[O:30])[cH:31][cH:32]1>>[Br:1][c:2]1[cH:3][c:4]([F:21])[c:5]([C:9]2=[CH:10][CH2:11][N:12]([C:15](=[O:16])[O:17][CH2:18][CH3:19])[CH2:13][CH2:14]2)[cH:6][c:7]1[F:8]. Reactants: C1CCOC1, Cc1cc(F)ccc1-c1nc(S(C)(=O)=O)nc2c1ccc(=O)n2-c1ccccc1F, NCCO. The product is Cc1cc(F)ccc1-c1nc(NCCO)nc2c1ccc(=O)n2-c1ccccc1F. RXN SMILES: [CH2:35]1[O:36][CH2:37][CH2:38][CH2:39]1.[F:1][c:2]1[cH:3][c:4]([CH3:30])[c:5](-[c:8]2[c:9]3[c:10]([n:11][c:12]([S:14]([CH3:15])(=[O:16])=[O:17])[n:13]2)[n:18](-[c:23]2[c:24]([F:29])[cH:25][cH:26][cH:27][cH:28]2)[c:19](=[O:22])[cH:20][cH:21]3)[cH:6][cH:7]1.[NH2:31][CH2:32][CH2:33][OH:34]>>[F:1][c:2]1[cH:3][c:4]([CH3:30])[c:5](-[c:8]2[c:9]3[c:10]([n:11][c:12]([NH:31][CH2:32][CH2:33][OH:34])[n:13]2)[n:18](-[c:23]2[c:24]([F:29])[cH:25][cH:26][cH:27][cH:28]2)[c:19](=[O:22])[cH:20][cH:21]3)[cH:6][cH:7]1.